From a dataset of the Open Reaction Database (ORD), a public repository of structured organic reaction records. describe an organic reaction: reactants, conditions, products, and yield Starting materials: CO (methanol), Cl(=O)(=O)(=O)O (Perchloric acid), ClC1=C(C=O)C(=CC(=C1)Cl)O (2,4-dichloro-6-hydroxybenzaldehyde), CO (methanol), OO (hydrogen peroxide). The reagents and catalysts are [O-2].[V+5].[O-2].[O-2].[O-2].[O-2].[V+5] (vanadium (V) oxide). Conditions: time 10 minute. Yields the product ClC1=C(C(=O)OC)C(=CC(=C1)Cl)O (methyl 2,4-dichloro-6-hydroxybenzoate). As a reaction SMILES: [Cl:1][C:2]1[CH:9]=[C:8]([Cl:10])[CH:7]=[C:6]([OH:11])[C:3]=1[CH:4]=[O:5].Cl(O)(=O)(=O)=O.OO.[CH3:19][OH:20]>[O-2].[V+5].[O-2].[O-2].[O-2].[O-2].[V+5]>[Cl:1][C:2]1[CH:9]=[C:8]([Cl:10])[CH:7]=[C:6]([OH:11])[C:3]=1[C:4]([O:20][CH3:19])=[O:5] |f:4.5.6.7.8.9.10|. Procedure details: A solution of 2,4-dichloro-6-hydroxybenzaldehyde (5.00 g, 26.18 mmol) in 125 mL methanol was cooled to 0° C. Perchloric acid (70%, 1.47 mL, 16.23 mmol) was added, and the solution was stirred for 10 minutes. To a separate flask, vanadium (V) oxide (0.190 g, 1.05 mmol) was added to a hydrogen peroxide solution (30% in H2O, 11.90 mL, 104.7 mmol) at 0° C. This solution was stirred until the catalyst was dissolved, resulting in a clear orange solution, which was added dropwise to the methanol soluti... Reactants: C(#N)C=1C=C(C(=O)O)C=CC1 (3-cyanobenzoic acid), S(=O)(Cl)Cl (thionyl chloride), CN(C=O)C (N,N-dimethylformamide). Run in C1(=CC=CC=C1)C (toluene). Reaction conditions: temperature 80 celsius. Yields the product C(#N)C=1C=C(C(=O)Cl)C=CC1 (3-cyanobenzoyl chloride). Reaction SMILES: [C:1]([C:3]1[CH:4]=[C:5]([CH:9]=[CH:10][CH:11]=1)[C:6](O)=[O:7])#[N:2].S(Cl)([Cl:14])=O.CN(C)C=O>C1(C)C=CC=CC=1>[C:1]([C:3]1[CH:4]=[C:5]([CH:9]=[CH:10][CH:11]=1)[C:6]([Cl:14])=[O:7])#[N:2]. Procedure: In 10 ml of toluene, 576 mg of 3-cyanobenzoic acid were suspended, followed by the addition of 699 mg of thionyl chloride and 0.5 ml of N,N-dimethylformamide. The resulting mixture was stirred under heating at 80° C. for 5 hours. After cooling, the solvent was distilled off from the reaction mixture under reduced pressure. To the residue, n-hexane was added. The solvent was then distilled off, whereby 3-cyanobenzoyl chloride was obtained.